This data is from the Open Reaction Database (ORD), a public repository of structured organic reaction records. The task is: describe an organic reaction: reactants, conditions, products, and yield Starting materials: CN(C)C=O, O=C(CCl)Nc1ccc(F)cc1F, [Na+], [Na+], O=C([O-])[O-], O, c1ccc(N2CCNCC2)nc1. Product: O=C(CN1CCN(c2ccccn2)CC1)Nc1ccc(F)cc1F. Reaction SMILES: [CH3:33][N:34]([CH3:35])[CH:36]=[O:37].[F:13][c:14]1[c:15]([NH:21][C:22]([CH2:23][Cl:24])=[O:25])[cH:16][cH:17][c:18]([F:20])[cH:19]1.[Na+:26].[Na+:27].[O-:28][C:29](=[O:30])[O-:31].[OH2:32].[n:1]1[c:2]([N:7]2[CH2:8][CH2:9][NH:10][CH2:11][CH2:12]2)[cH:3][cH:4][cH:5][cH:6]1>>[n:1]1[c:2]([N:7]2[CH2:8][CH2:9][N:10]([CH2:23][C:22]([NH:21][c:15]3[c:14]([F:13])[cH:19][c:18]([F:20])[cH:17][cH:16]3)=[O:25])[CH2:11][CH2:12]2)[cH:3][cH:4][cH:5][cH:6]1. Reactants: C(C)(=O)NC1=CC=C(C=C1)S(=O)(=O)NC=1C=C(C=C(C1)N(C)C(C)=O)N(C(C)=O)C (N-[3-(4-acetylamino-phenylsulfonylamino)-5-(acetyl-methyl-amino)-phenyl]-N-methyl-acetamide), Cl (HCl). Run in [OH-].[Na+] (NaOH). Yields the product Cl.NC1=CC=C(C=C1)S(=O)(=O)NC1=CC(=CC(=C1)NC)NC (4-amino-N-(3,5-bis-methylamino-phenyl)-benzenesulfonamide hydrochloride). Isolated yield 74.0%. As a reaction SMILES: C([NH:4][C:5]1[CH:10]=[CH:9][C:8]([S:11]([NH:14][C:15]2[CH:16]=[C:17]([N:26](C)[C:27](=O)C)[CH:18]=[C:19]([N:21](C(=O)C)[CH3:22])[CH:20]=2)(=[O:13])=[O:12])=[CH:7][CH:6]=1)(=O)C.[ClH:31]>[OH-].[Na+]>[ClH:31].[NH2:4][C:5]1[CH:10]=[CH:9][C:8]([S:11]([NH:14][C:15]2[CH:16]=[C:17]([NH:26][CH3:27])[CH:18]=[C:19]([NH:21][CH3:22])[CH:20]=2)(=[O:13])=[O:12])=[CH:7][CH:6]=1 |f:2.3,4.5|. Procedure details: 0.113 g (0.00026 mol) of N-[3-(4-acetylamino-phenylsulfonylamino)-5-(acetyl-methyl-amino)-phenyl]-N-methyl-acetamide was dissolved in 10 ml of 1N NaOH and boiled at reflux for 2 hours. The mixture was neutralized with 1N HCl, extracted with ethyl acetate and the organic phase was dried over sodium sulfate. After removal of the solvent the residue was dissolved in 4 ml of methanol and treated with 3 ml of 2M HCl. After the addition of 7-8 ml of ethyl acetate the product separated out slowly. It w... Reactants: COC(=O)c1ccc(-c2ccc3c(c2)CCC(CN(CC(O[Si](C)(C)C(C)(C)C)c2ccc(-n4c(C)ccc4C)nc2)C(=O)OC(C)(C)C)O3)cc1, C1CCOC1, CCCC[N+](CCCC)(CCCC)CCCC, [F-]. The product is COC(=O)c1ccc(-c2ccc3c(c2)CCC(CN(CC(O)c2ccc(-n4c(C)ccc4C)nc2)C(=O)OC(C)(C)C)O3)cc1. Reaction SMILES: [C:1]([CH3:2])([CH3:3])([CH3:4])[O:5][C:6](=[O:7])[N:8]([CH2:9][CH:10]([c:11]1[cH:12][n:13][c:14](-[n:17]2[c:18]([CH3:23])[cH:19][cH:20][c:21]2[CH3:22])[cH:15][cH:16]1)[O:24][Si:25]([C:26]([CH3:27])([CH3:28])[CH3:29])([CH3:30])[CH3:31])[CH2:32][CH:33]1[O:34][c:35]2[cH:36][cH:37][c:38](-[c:43]3[cH:44][cH:45][c:46]([C:47](=[O:48])[O:49][CH3:50])[cH:51][cH:52]3)[cH:39][c:40]2[CH2:41][CH2:42]1.[CH2:71]1[O:72][CH2:73][CH2:74][CH2:75]1.[CH3:54][CH2:55][CH2:56][CH2:57][N+:58]([CH2:59][CH2:60][CH2:61][CH3:62])([CH2:63][CH2:64][CH2:65][CH3:66])[CH2:67][CH2:68][CH2:69][CH3:70].[F-:53]>>[C:1]([CH3:2])([CH3:3])([CH3:4])[O:5][C:6](=[O:7])[N:8]([CH2:9][CH:10]([c:11]1[cH:12][n:13][c:14](-[n:17]2[c:18]([CH3:23])[cH:19][cH:20][c:21]2[CH3:22])[cH:15][cH:16]1)[OH:24])[CH2:32][CH:33]1[O:34][c:35]2[cH:36][cH:37][c:38](-[c:43]3[cH:44][cH:45][c:46]([C:47](=[O:48])[O:49][CH3:50])[cH:51][cH:52]3)[cH:39][c:40]2[CH2:41][CH2:42]1. The reactants are O=C([O-])[O-], CCCNC(=O)OC1(C(=O)COC(C)=O)C(C)CC2C3CCC4=CC(=O)C=CC4(C)C3(F)C(O)CC21C, CO, CO, [K+], [K+], C1CCOC1, O. Yields the product CCCNC(=O)OC1(C(=O)CO)C(C)CC2C3CCC4=CC(=O)C=CC4(C)C3(F)C(O)CC21C. Reaction SMILES: [C:38](=[O:39])([O-:40])[O-:41].[CH2:1]([CH2:2][CH3:3])[NH:4][C:5]([O:6][C:7]1([C:8]([CH2:9][O:10][C:11](=[O:12])[CH3:13])=[O:14])[CH:15]([CH3:36])[CH2:16][CH:17]2[CH:18]3[CH2:19][CH2:20][C:21]4=[CH:22][C:23](=[O:35])[CH:24]=[CH:25][C:26]4([CH3:27])[C:28]3([F:34])[CH:29]([OH:33])[CH2:30][C:31]12[CH3:32])=[O:37].[CH3:49][OH:50].[CH3:52][OH:53].[K+:42].[K+:43].[O:44]1[CH2:45][CH2:46][CH2:47][CH2:48]1.[OH2:51]>>[CH2:1]([CH2:2][CH3:3])[NH:4][C:5]([O:6][C:7]1([C:8]([CH2:9][OH:10])=[O:14])[CH:15]([CH3:36])[CH2:16][CH:17]2[CH:18]3[CH2:19][CH2:20][C:21]4=[CH:22][C:23](=[O:35])[CH:24]=[CH:25][C:26]4([CH3:27])[C:28]3([F:34])[CH:29]([OH:33])[CH2:30][C:31]12[CH3:32])=[O:37].